This data is from the Open Reaction Database (ORD), a public repository of structured organic reaction records. The task is: describe an organic reaction: reactants, conditions, products, and yield The reactants are ClC1=CC=C(C=C1)[Mg]Br (4-chlorophenylmagnesium bromide), C1CCOC1 (THF), O=C1CCC[C@@H](N1C(=O)OC(C)(C)C)C(=O)[O-] (1-tert-butyl(R)-6-oxopiperidine-1,2-dicarboxylate). Conditions: time 1.5 hour. The product is C(C)(C)(C)OC(=O)N[C@@H](C(=O)OC)CCCC(=O)C1=CC=C(C=C1)Cl (methyl(R)-2-tert-butoxycarbonylamino-6-(4-chlorophenyl)-6-oxohexanoate). RXN SMILES: [O:1]=[C:2]1[N:7]([C:8]([O:10][C:11]([CH3:14])([CH3:13])[CH3:12])=[O:9])[C@@H:6]([C:15]([O-:17])=[O:16])[CH2:5][CH2:4][CH2:3]1.[Cl:18][C:19]1[CH:24]=[CH:23][C:22]([Mg]Br)=[CH:21][CH:20]=1.[CH2:27]1COCC1>>[C:11]([O:10][C:8]([NH:7][C@H:6]([CH2:5][CH2:4][CH2:3][C:2]([C:22]1[CH:23]=[CH:24][C:19]([Cl:18])=[CH:20][CH:21]=1)=[O:1])[C:15]([O:17][CH3:27])=[O:16])=[O:9])([CH3:14])([CH3:13])[CH3:12]. Procedure details: To a solution of 1-tert-butyl(R)-6-oxopiperidine-1,2-dicarboxylate (CAS No. 183890-36-0, 9.00 g) in THF (120 ml), 4-chlorophenylmagnesium bromide (1.0 M solution in diethyl ether, 42 ml) was added in a nitrogen atmosphere at −78° C. over 20 minutes. The reaction solution was stirred at −78° C. to −40° C. for 1.5 hours, and then quenched with a saturated ammonium chloride solution at −40° C. Water was added to the reaction solution, followed by extraction with ethyl acetate. The resulting extract... Starting materials: O (Water), N1C=NC=C1 (1H-imidazole), C(C)(C)(C)[Si](C)(C)Cl (tert-butyl(chloro)dimethylsilane), C(C1=CC=CC=C1)OC1=C(C=C(C=C1)CO)Br ([4-(Benzyloxy)-3-bromophenyl]methanol). The solvent is CN(C)C=O (DMF). Run at time 8 hour. The product is C(C1=CC=CC=C1)OC1=C(C=C(CO[Si](C)(C)C(C)(C)C)C=C1)Br ({[4-(Benzyloxy)-3-bromobenzyl]oxy}(tert-butyl)dimethylsilane). Reaction SMILES: [CH2:1]([O:8][C:9]1[CH:14]=[CH:13][C:12]([CH2:15][OH:16])=[CH:11][C:10]=1[Br:17])[C:2]1[CH:7]=[CH:6][CH:5]=[CH:4][CH:3]=1.N1C=CN=C1.[C:23]([Si:27](Cl)([CH3:29])[CH3:28])([CH3:26])([CH3:25])[CH3:24].O>CN(C=O)C>[CH2:1]([O:8][C:9]1[CH:14]=[CH:13][C:12]([CH2:15][O:16][Si:27]([C:23]([CH3:26])([CH3:25])[CH3:24])([CH3:29])[CH3:28])=[CH:11][C:10]=1[Br:17])[C:2]1[CH:7]=[CH:6][CH:5]=[CH:4][CH:3]=1. Reported procedure: 3.0 g (10.23 mmol) of [4-(benzyloxy)-3-bromophenyl]methanol (Example I) are initially charged in 30 ml of DMF. At room temperature, 1.39 g (12.28 mmol) of 1H-imidazole (60% pure) and 2.01 g (13.3 mmol) of tert-butyl(chloro)dimethylsilane are added. The reaction mixture is stirred at room temperature overnight. Water is then added, and the mixture is extracted three times with diethyl ether. The combined organic phases are washed three times with water and once with saturated sodium chloride solu... The reactants are BrC1=CC2=C(N=C(S2)[C@@H]2C[C@H](C2)N2[C@@H](CCC2)C)C=C1 (Trans-6-bromo-2-{3-[(2R)-2-methylpyrrolidin-1-yl]cyclobutyl}-1,3-benzothiazole), CC1=NC(=CC=C1B1OC(C(O1)(C)C)(C)C)C (2,6-Dimethyl-3-(4,4,5,5-tetramethyl-[1,3,2]dioxaborolan-2-yl)-pyridine), N1=CN=CC(=C1)B(O)O (pyrimidine-5-boronic acid). Yields the product CC1=NC(=CC=C1C1=CC2=C(N=C(S2)[C@@H]2C[C@H](C2)N(C)C(C)C)C=C1)C (Trans-N-{3-[6-(2,6-dimethylpyridin-3-yl)-1,3-benzothiazol-2-yl]cyclobutyl}-N-isopropyl-N-methylamine). Reaction SMILES: Br[C:2]1[CH:20]=[CH:19][C:5]2[N:6]=[C:7]([C@H:9]3[CH2:12][C@H:11]([N:13]4[CH2:17]C[CH2:15][C@H:14]4[CH3:18])[CH2:10]3)[S:8][C:4]=2[CH:3]=1.[CH3:21][C:22]1[C:27](B2OC(C)(C)C(C)(C)O2)=[CH:26][CH:25]=[C:24]([CH3:37])[N:23]=1.N1C=C(B(O)O)C=NC=1>>[CH3:21][C:22]1[C:27]([C:2]2[CH:20]=[CH:19][C:5]3[N:6]=[C:7]([C@H:9]4[CH2:12][C@H:11]([N:13]([CH:14]([CH3:18])[CH3:15])[CH3:17])[CH2:10]4)[S:8][C:4]=3[CH:3]=2)=[CH:26][CH:25]=[C:24]([CH3:37])[N:23]=1. Procedure: The title compound was prepared according to the procedure described in Example 1F, except for substituting the product of Example 52A for the product of Example 1E and substituting the product of Example 2A for pyrimidine-5-boronic acid. MS: (M+H)+=366. The reactants are C1(=CC=CC=C1)OC (anisole), CS(=O)(=O)C1=CC=C(C(=O)O)C=C1 (4-(Methylsulfonyl)benzoic acid), [Cl-].[Al+3].[Cl-].[Cl-] (aluminum chloride), C(C(=O)Cl)(=O)Cl (Oxalyl chloride), Cl (HCl). The reagents and catalysts are CN(C)C=O (DMF). The solvent is C(Cl)Cl (CH2Cl2), C(Cl)Cl (CH2Cl2). Run at time 3 hour. The product is COC1=CC=C(C=C1)C(=O)C1=CC=C(C=C1)S(=O)(=O)C ([4-(Methyloxy)phenyl][4-(methylsulfonyl)phenyl]methanone). The yield is 71.2%. RXN SMILES: [CH3:1][S:2]([C:5]1[CH:13]=[CH:12][C:8]([C:9]([OH:11])=O)=[CH:7][CH:6]=1)(=[O:4])=[O:3].C(Cl)(=O)C(Cl)=O.[C:20]1([O:26][CH3:27])[CH:25]=[CH:24][CH:23]=[CH:22][CH:21]=1.[Cl-].[Al+3].[Cl-].[Cl-].Cl>C(Cl)Cl.CN(C=O)C>[CH3:27][O:26][C:20]1[CH:25]=[CH:24][C:23]([C:9]([C:8]2[CH:7]=[CH:6][C:5]([S:2]([CH3:1])(=[O:3])=[O:4])=[CH:13][CH:12]=2)=[O:11])=[CH:22][CH:21]=1 |f:3.4.5.6|. Procedure details: 4-(Methylsulfonyl)benzoic acid (0.5 g, 2.42 mmol) was suspended in CH2Cl2 (15 mL). Oxalyl chloride (0.44 mL, 4.85 mmol) was added dropwise, followed by addition of two drops of DMF. The reaction mixture was stirred at room temperature for 3 h. CH2Cl2 and the excess of oxalyl chloride were removed under vacuum. The residue was dissolved in CH2Cl2(10 mL) with anisole (0.54 mL, 4.84 mmol). Cooled in an ice bath, aluminum chloride (0.49 g, 3.63 mmol) was added in portions. The mixture was stirred at... Starting materials: O=S(=O)(Cl)c1ccc(F)cc1Cl, Nc1cccc(C(=O)c2cn(C3CCCC3)c3ncnc(N)c23)c1, c1ccncc1. The product is Nc1ncnc2c1c(C(=O)c1cccc(NS(=O)(=O)c3ccc(F)cc3Cl)c1)cn2C1CCCC1. As a reaction SMILES: [Cl:1][c:2]1[c:3]([S:9](=[O:10])(=[O:11])[Cl:12])[cH:4][cH:5][c:6]([F:8])[cH:7]1.[NH2:13][c:14]1[c:15]2[c:16]([n:17][cH:18][n:19]1)[n:20]([CH:32]1[CH2:33][CH2:34][CH2:35][CH2:36]1)[cH:21][c:22]2[C:23](=[O:24])[c:25]1[cH:26][c:27]([NH2:31])[cH:28][cH:29][cH:30]1.[cH:37]1[cH:38][cH:39][n:40][cH:41][cH:42]1>>[Cl:1][c:2]1[c:3]([S:9](=[O:10])(=[O:11])[NH:31][c:27]2[cH:26][c:25]([C:23]([c:22]3[c:15]4[c:14]([NH2:13])[n:19][cH:18][n:17][c:16]4[n:20]([CH:32]4[CH2:33][CH2:34][CH2:35][CH2:36]4)[cH:21]3)=[O:24])[cH:30][cH:29][cH:28]2)[cH:4][cH:5][c:6]([F:8])[cH:7]1. The reactants are BrC1(C2=CC=CC=C2C=2C=CC=CC12)C1=CC=CC=C1 (9-bromo-9-phenylfluorene), C(CS)(=O)OC (methyl thioglycolate). The solvent is C1(=CC=CC=C1)C (toluene). Product: C1(=CC=CC=C1)C1(C2=CC=CC=C2C=2C=CC=CC12)SCC(=O)OC (methyl (9-phenylfluoren-9-yl-thio)acetate). Yield: 78.3%. RXN SMILES: Br[C:2]1([C:15]2[CH:20]=[CH:19][CH:18]=[CH:17][CH:16]=2)[C:14]2[CH:13]=[CH:12][CH:11]=[CH:10][C:9]=2[C:8]2[C:3]1=[CH:4][CH:5]=[CH:6][CH:7]=2.[C:21]([O:25][CH3:26])(=[O:24])[CH2:22][SH:23]>C1(C)C=CC=CC=1>[C:15]1([C:2]2([S:23][CH2:22][C:21]([O:25][CH3:26])=[O:24])[C:14]3[CH:13]=[CH:12][CH:11]=[CH:10][C:9]=3[C:8]3[C:3]2=[CH:4][CH:5]=[CH:6][CH:7]=3)[CH:16]=[CH:17][CH:18]=[CH:19][CH:20]=1. Reported procedure: A solution of 9-bromo-9-phenylfluorene (Aldrich) (1.9 g, 5.9 mmol) and methyl thioglycolate (0.70 mL, 7.8 mmol) in 50 mL of toluene is heated at reflux for 4 hours. The reaction is cooled and concentrated in vacuo. The resulting oil is chromatographed on silica gel eluting with a gradient of ethyl acetate/toluene/hexane (3:20:77 to 5:40:55). The purified product is co-evaporated with hexane 2 times and dried under vacuum for 3 days to give 1.6 g (77%) of methyl (9-phenylfluoren-9-yl-thio)acetate... The reactants are C(Cl)Cl (CH2Cl2), C(C)(C)(C)OC(=O)N1CC(C1)(C)N1C=C(C2=CC=3OCC4=NNC([C@H](N4C3C=C21)C)=O)I (3-((R)-8-iodo-1-methyl-2-oxo-1,2,3,5-tetrahydro-6-oxa-3,4,10,11b-tetraaza-cyclopenta[b]phenanthren-10-yl)-3-methyl-azetidine-1-carboxylic acid tert-butyl ester), CC1(OB(OC1(C)C)C=C)C (4,4,5,5-tetramethyl-2-vinyl-1,3,2-dioxaborolane), C(=O)([O-])[O-].[K+].[K+] (K2CO3). The reagents and catalysts are C1=CC=C(C=C1)P([C-]2C=CC=C2)C3=CC=CC=C3.C1=CC=C(C=C1)P([C-]2C=CC=C2)C3=CC=CC=C3.Cl[Pd]Cl.[Fe+2] (Pd(dppf)Cl2). Solvent: O1CCOCC1 (dioxane), O (water). Yields the product C(C)(C)(C)OC(=O)N1CC(C1)(N1C=C(C2=CC=3OCC4=NNC([C@H](N4C3C=C21)C)=O)C=C)C (3-methyl-3-((R)-1-methyl-2-oxo-8-vinyl-1,2,3,5-tetrahydro-6-oxa-3,4,10,11b-tetraaza-cyclopenta[b]phenanthren-10-yl)-azetidine-1-carboxylic acid tert-butyl ester). The yield is 89.6%. RXN SMILES: [C:1]([O:5][C:6]([N:8]1[CH2:11][C:10]([N:13]2[C:29]3[C:16](=[CH:17][C:18]4[O:19][CH2:20][C:21]5[N:26]([C:27]=4[CH:28]=3)[C@H:25]([CH3:30])[C:24](=[O:31])[NH:23][N:22]=5)[C:15](I)=[CH:14]2)([CH3:12])[CH2:9]1)=[O:7])([CH3:4])([CH3:3])[CH3:2].[CH3:33][C:34]1(C)C(C)(C)OB(C=C)O1.C([O-])([O-])=O.[K+].[K+].C(Cl)Cl>O1CCOCC1.O.C1C=CC(P(C2C=CC=CC=2)[C-]2C=CC=C2)=CC=1.C1C=CC(P(C2C=CC=CC=2)[C-]2C=CC=C2)=CC=1.Cl[Pd]Cl.[Fe+2]>[C:1]([O:5][C:6]([N:8]1[CH2:11][C:10]([CH3:12])([N:13]2[C:29]3[C:16](=[CH:17][C:18]4[O:19][CH2:20][C:21]5[N:26]([C:27]=4[CH:28]=3)[C@H:25]([CH3:30])[C:24](=[O:31])[NH:23][N:22]=5)[C:15]([CH:33]=[CH2:34])=[CH:14]2)[CH2:9]1)=[O:7])([CH3:4])([CH3:3])[CH3:2] |f:2.3.4,8.9.10.11|. Reported procedure: A mixture of 3-((R)-8-iodo-1-methyl-2-oxo-1,2,3,5-tetrahydro-6-oxa-3,4,10,11b-tetraaza-cyclopenta[b]phenanthren-10-yl)-3-methyl-azetidine-1-carboxylic acid tert-butyl ester (0.3 g, 0.544 mmol), 4,4,5,5-tetramethyl-2-vinyl-1,3,2-dioxaborolane (0.838 g, 5.44 mmol), K2CO3 (0.15 g, 1.088 mmol) and Pd(dppf)Cl2.CH2Cl2 (0.044 g, 0.054 mmol) in dioxane (6 mL) and water (1 mL) was heated at 68° C. for 14 h. The reaction mixture was cooled to ambient temperature and the solvent was removed in vacuo. The r... Starting materials: C(C)(C)C1=NNC(C=2C3CCC(C12)CC3)=O (4-isopropyl-1-oxo-5,6,7,8-tetrahydro-5,8-ethanophthalazine), CC(C)(C)[O-].[K+] (KOtBu), C1(=CC=CC=C1)P(=O)(C1=CC=CC=C1)ON (O-(diphenylphosphoryl)hydroxylamine). Solvent: C1CCOC1 (THF), CN(C)C=O (DMF), CCOC(=O)C (EtOAc). Run at time 4 hour. Yields the product NN1C(C=2C3CCC(C2C(=N1)C(C)C)CC3)=O (2-amino-4-isopropyl-1-oxo-5,6,7,8-tetrahydro-5,8-ethanophthalazine). Yield: 54.5%. As a reaction SMILES: [CH:1]([C:4]1[C:13]2[CH:12]3[CH2:14][CH2:15][CH:9]([CH2:10][CH2:11]3)[C:8]=2[C:7](=[O:16])[NH:6][N:5]=1)([CH3:3])[CH3:2].CC([O-])(C)C.[K+].C1(P(O[NH2:38])(C2C=CC=CC=2)=O)C=CC=CC=1>C1COCC1.CN(C=O)C.CCOC(C)=O>[NH2:38][N:6]1[N:5]=[C:4]([CH:1]([CH3:3])[CH3:2])[C:13]2[CH:12]3[CH2:14][CH2:15][CH:9]([CH2:10][CH2:11]3)[C:8]=2[C:7]1=[O:16] |f:1.2|. Reported procedure: A mixture of Example 8B (31.5 mg, 0.144 mmol) and KOtBu (1 M in THF, 0.16 mL, 0.16 mmol) in THF (0.3 mL) and DMF (0.2 mL) was stirred for 30 minutes, and O-(diphenylphosphoryl)hydroxylamine (37.0 mg, 0.159 mmol) was added and stirred 4 h. The mixture was diluted with EtOAc, washed with saturated aqueous NaHCO3 and brine, dried (Na2SO4), and filtered. The residue was chromatographed on SiO2 (2.5% MeOH/CH2Cl2) to give the title compound as a white solid (18.3 mg) which was used without further pur... Starting materials: [B-]1(N2C=CC=C2C=C3[N+]1=CC=C3)(F)F (BODIPY), C=CC1=CC=CC=C1 (styrene), BrN=[N+]=[N-] (bromoazide). The reagents and catalysts are [Cu] (copper). Product: ( 10 ), N(=[N+]=[N-])C=CC1=CC=CC=C1 (azidostyrene). As a reaction SMILES: [B-]1(F)(F)[N+:9]2=[CH:10][CH:11]=[CH:12][C:8]2=[CH:7][C:6]2N1C=[CH:4][CH:5]=2.C=CC1C=CC=CC=1.Br[N:24]=[N+:25]=[N-]>[Cu]>[N:9]([CH:10]=[CH:11][C:12]1[CH:4]=[CH:5][CH:6]=[CH:7][CH:8]=1)=[N+:24]=[N-:25]. Reported procedure: In the copper binding embodiment of the invention, the chemosensor, (12), comprises 8-HQ moiety as a binding site and BODIPY as a reporting group. (10) was prepared from styrene by bromination, conversion to the bromoazide which was eliminated to give azidostyrene; on heating (10) was isolated. (11) was synthesized by (10)'s reaction with methoxytetralone in the presence of NaH. In a one-pot three-step conversion, 8-HQ-2-carbaldehyde was condensed with pyrrole (11) to afford the dipyromethane wh...